From a dataset of the Open Reaction Database (ORD), a public repository of structured organic reaction records. describe an organic reaction: reactants, conditions, products, and yield The reactants are CCOC(=O)/N=N/C(=O)OCC (diethylazodicarboxylate), C1(=CC=CC=C1)P(C1=CC=CC=C1)C1=CC=CC=C1 (triphenyl phosphine), COC=1C=C2C=CC(=CC2=CC1)C(CO)C (2-(6-methoxy-2-naphthyl)propan-1-ol), C(C)(=S)O (thioacetic acid). The solvent is C1CCOC1 (THF), C(C)(=O)OCC (ethyl acetate). Reaction conditions: time 30 minute. Product: C(C)(=S)OCC(C)C1=CC2=CC=C(C=C2C=C1)OC (2-(6-methoxy-2-naphthyl)propyl thioacetate). The yield is 47.3%. RXN SMILES: CCOC(/N=N/C(OCC)=O)=O.C1(P(C2C=CC=CC=2)C2C=CC=CC=2)C=CC=CC=1.[CH3:32][O:33][C:34]1[CH:35]=[C:36]2[C:41](=[CH:42][CH:43]=1)[CH:40]=[C:39]([CH:44]([CH3:47])[CH2:45][OH:46])[CH:38]=[CH:37]2.[C:48](O)(=[S:50])[CH3:49]>C1COCC1.C(OCC)(=O)C>[C:48]([O:46][CH2:45][CH:44]([C:39]1[CH:38]=[CH:37][C:36]2[C:41](=[CH:42][CH:43]=[C:34]([O:33][CH3:32])[CH:35]=2)[CH:40]=1)[CH3:47])(=[S:50])[CH3:49]. Procedure details: To a solution of diethylazodicarboxylate (4.03 g, 23.14 mmol) and triphenyl phosphine (6.06 g, 23.14 mmol) at 0° C. in THF (50 mL) was added 2-(6-methoxy-2-naphthyl)propan-1-ol (2.5 g, 11.57 mmol) and thioacetic acid (1.76 g, 23.14 mmol). The reaction mixture was stirred for 30 minutes before it was allowed to warm to room temperature and then stirred overnight. The reaction mixture was diluted with ethyl acetate ("EtOAc") (100 mL) and washed with water (100 mL). The organic layer was dried (MgS...